From a dataset of the Open Reaction Database (ORD), a public repository of structured organic reaction records. describe an organic reaction: reactants, conditions, products, and yield Starting materials: COCCN1CCC2=C(CC1)C=C(C=C2)N (3-(2-methoxy-ethyl)-2,3,4,5-tetrahydro-1H-benzo[d]azepin-7-ylamine), ClC1=NC=C(C(=N1)N[C@@H]1CC[C@H](CC1)NS(=O)(=O)C)Cl (trans-N-[4-(2,5-dichloro-pyrimidin-4-ylamino)-cyclohexyl]-methanesulfonamide). The product is ClC=1C(=NC(=NC1)NC1=CC2=C(CCN(CC2)CCOC)C=C1)N[C@@H]1CC[C@H](CC1)NS(=O)(=O)C (trans-N-(4-{5-Chloro-2-[3-(2-methoxy-ethyl)-2,3,4,5-tetrahydro-1H-benzo[d]azepin-7-ylamino]-pyrimidin-4-ylamino}-cyclohexyl)-methanesulfonamide), solid. The yield is 53.0%. Reaction SMILES: [CH3:1][O:2][CH2:3][CH2:4][N:5]1[CH2:11][CH2:10][C:9]2[CH:12]=[C:13]([NH2:16])[CH:14]=[CH:15][C:8]=2[CH2:7][CH2:6]1.Cl[C:18]1[N:23]=[C:22]([NH:24][C@H:25]2[CH2:30][CH2:29][C@H:28]([NH:31][S:32]([CH3:35])(=[O:34])=[O:33])[CH2:27][CH2:26]2)[C:21]([Cl:36])=[CH:20][N:19]=1>>[Cl:36][C:21]1[C:22]([NH:24][C@H:25]2[CH2:26][CH2:27][C@H:28]([NH:31][S:32]([CH3:35])(=[O:34])=[O:33])[CH2:29][CH2:30]2)=[N:23][C:18]([NH:16][C:13]2[CH:14]=[CH:15][C:8]3[CH2:7][CH2:6][N:5]([CH2:4][CH2:3][O:2][CH3:1])[CH2:11][CH2:10][C:9]=3[CH:12]=2)=[N:19][CH:20]=1. Procedure: trans-N-(4-{5-Chloro-2-[3-(2-methoxy-ethyl)-2,3,4,5-tetrahydro-1H-benzo[d]azepin-7-ylamino]-pyrimidin-4-ylamino}-cyclohexyl)-methanesulfonamide was prepared from 3-(2-methoxy-ethyl)-2,3,4,5-tetrahydro-1H-benzo[d]azepin-7-ylamine and trans-N-[4-(2,5-dichloro-pyrimidin-4-ylamino)-cyclohexyl]-methanesulfonamide in an analogous manner to Example 308c. Product isolated as a white solid (96 mg, 53%). m.p.=189-192° C.; LCMS (m/e) 523 (M+H); 1H-NMR (CDCl3, 400 MHz) δ 7.90 (s, 1H), 7.33 (d, 1H, J=7.5 Hz)... RXN SMILES: [CH3:41][CH2:42][OH:43].[CH3:44][CH2:45][O:46][C:47](=[O:48])[CH3:49].[ClH:40].[Na+:39].[OH-:38].[c:1]1([S:2](=[O:3])(=[O:4])[n:10]2[c:11]([C:21](=[CH:22][CH:23]3[CH2:24][CH2:25][CH2:26][CH2:27]3)[c:28]3[cH:29][cH:30][c:31]([C:34]([CH3:35])([CH3:36])[OH:37])[cH:32][cH:33]3)[cH:12][c:13]3[c:14]2[n:15][cH:16][c:17]([O:19][CH3:20])[cH:18]3)[cH:5][cH:6][cH:7][cH:8][cH:9]1>>[nH:10]1[c:11]([C:21](=[CH:22][CH:23]2[CH2:24][CH2:25][CH2:26][CH2:27]2)[c:28]2[cH:29][cH:30][c:31]([C:34]([CH3:35])([CH3:36])[OH:37])[cH:32][cH:33]2)[cH:12][c:13]2[c:14]1[n:15][cH:16][c:17]([O:19][CH3:20])[cH:18]2. Product: COc1cnc2[nH]c(C(=CC3CCCC3)c3ccc(C(C)(C)O)cc3)cc2c1. Starting materials: CCO, CCOC(C)=O, Cl, [Na+], [OH-], COc1cnc2c(c1)cc(C(=CC1CCCC1)c1ccc(C(C)(C)O)cc1)n2S(=O)(=O)c1ccccc1. Starting materials: O=C([O-])[O-], Cc1cc(COc2ccc(S(=O)(=O)NC3CC=CCC3C(=O)OC(C)(C)C)cc2)c2ccccc2n1, CN(C)C=O, CI, [K+], [K+]. Product: Cc1cc(COc2ccc(S(=O)(=O)N(C)C3CC=CCC3C(=O)OC(C)(C)C)cc2)c2ccccc2n1. RXN SMILES: [C:37](=[O:38])([O-:39])[O-:40].[CH3:1][c:2]1[n:3][c:4]2[cH:5][cH:6][cH:7][cH:8][c:9]2[c:10]([CH2:12][O:13][c:14]2[cH:15][cH:16][c:17]([S:20](=[O:21])(=[O:22])[NH:23][CH:24]3[CH2:25][CH:26]=[CH:27][CH2:28][CH:29]3[C:30](=[O:31])[O:32][C:33]([CH3:34])([CH3:35])[CH3:36])[cH:18][cH:19]2)[cH:11]1.[CH3:45][N:46]([CH3:47])[CH:48]=[O:49].[I:43][CH3:44].[K+:41].[K+:42]>>[CH3:1][c:2]1[n:3][c:4]2[cH:5][cH:6][cH:7][cH:8][c:9]2[c:10]([CH2:12][O:13][c:14]2[cH:15][cH:16][c:17]([S:20](=[O:21])(=[O:22])[N:23]([CH:24]3[CH2:25][CH:26]=[CH:27][CH2:28][CH:29]3[C:30](=[O:31])[O:32][C:33]([CH3:34])([CH3:35])[CH3:36])[CH3:37])[cH:18][cH:19]2)[cH:11]1. Reactants: FC(C=1C=C(C=C(C1)C(F)(F)F)Br)(F)F (3,5-bis-(trifluoromethyl)-bromobenzene), C(C)(=O)NC(C(=O)OC)=C (methyl 2-acetylamino-acrylate), C1(=C(C=CC=C1)P(C1=C(C=CC=C1)C)C1=C(C=CC=C1)C)C (tri-o-tolyl-phosphane). The reagents and catalysts are CC(=O)[O-].CC(=O)[O-].[Pd+2] (Pd(OAc)2). Run in C(C)N(CC)CC (triethylamine), C(C)#N (acetonitrile). Reaction conditions: temperature 80 celsius, time 18 hour. The product is C(C)(=O)NC(C(=O)OC)=CC1=CC(=CC(=C1)C(F)(F)F)C(F)(F)F (methyl 2-acetylamino-3-(3,5-bis-trifluoromethyl-phenyl)acrylate). As a reaction SMILES: [F:1][C:2]([F:15])([F:14])[C:3]1[CH:4]=[C:5](Br)[CH:6]=[C:7]([C:9]([F:12])([F:11])[F:10])[CH:8]=1.[C:16]([NH:19][C:20](=[CH2:25])[C:21]([O:23][CH3:24])=[O:22])(=[O:18])[CH3:17].C1(C)C=CC=CC=1P(C1C=CC=CC=1C)C1C=CC=CC=1C>C(N(CC)CC)C.C(#N)C.CC([O-])=O.CC([O-])=O.[Pd+2]>[C:16]([NH:19][C:20](=[CH:25][C:5]1[CH:4]=[C:3]([C:2]([F:15])([F:14])[F:1])[CH:8]=[C:7]([C:9]([F:12])([F:11])[F:10])[CH:6]=1)[C:21]([O:23][CH3:24])=[O:22])(=[O:18])[CH3:17] |f:5.6.7|. Procedure details: Under a nitrogen atmosphere 50.0 g (171 mmol) 3,5-bis-(trifluoromethyl)-bromobenzene, 25.0 g (171 mmol) methyl 2-acetylamino-acrylate in 475 mL triethylamine and 250 mL acetonitrile were combined with 3.9 g (12.4 mmol) tri-o-tolyl-phosphane and 2.8 g (12.5 mmol) Pd(OAc)2 and stirred for 18 h at 80° C. After the reaction had ended the reaction mixture was evaporated down i. vac. to approx. 200 mL, combined with 400 mL EtOAc and 400 mL water, the precipitate was suction filtered and the phases wer...